Task: describe an organic reaction: reactants, conditions, products, and yield. Dataset: the Open Reaction Database (ORD), a public repository of structured organic reaction records Procedure details: N-(4,6-dimethoxy-[1,3,5]triazin-2-yl)-4-methyl-2-nitroaniline (10 g) was dissolved in ethyl acetate (50 ml) and water (50 ml), and 10 g of iron power and acetic acid (2 ml) were added thereto, followed by reflux for 2 hours. Insoluble matters were removed by filtration, and the ethyl acetate layer was washed with a saturated sodium chloride aqueous solution and dried over anhydrous magnesium sulfate. The solvent was distilled off to obtain 8.8 g of the desired product as a white powder (m.p. 180... The solvent is C(C)(=O)OCC (ethyl acetate), O (water). The reagents and catalysts are [Fe] (iron). Product: COC1=NC(=NC(=N1)OC)NC=1C(=CC=C(C1)C)N (N′-(4,6-dimethoxy-[1,3,5]triazin-2-yl)-4-methylbenzene-1,2-diamine). The reactants are COC1=NC(=NC(=N1)OC)NC1=C(C=C(C=C1)C)[N+](=O)[O-] (N-(4,6-dimethoxy-[1,3,5]triazin-2-yl)-4-methyl-2-nitroaniline), C(C)(=O)O (acetic acid). Reaction SMILES: [CH3:1][O:2][C:3]1[N:8]=[C:7]([O:9][CH3:10])[N:6]=[C:5]([NH:11][C:12]2[CH:17]=[CH:16][C:15](C)=[CH:14][C:13]=2[N+:19]([O-])=O)[N:4]=1.[C:22](O)(=O)C>C(OCC)(=O)C.O.[Fe]>[CH3:10][O:9][C:7]1[N:8]=[C:3]([O:2][CH3:1])[N:4]=[C:5]([NH:11][C:12]2[C:13]([NH2:19])=[CH:14][CH:15]=[C:16]([CH3:22])[CH:17]=2)[N:6]=1. Starting materials: C=1(C(=CC=CC1)C(=O)N1C(CCC(C1)=O)CNC(=O)C=1C=CC=C2C=CC=NC12)C1=CC=CC=C1 (N-((1-(biphenylcarbonyl)-5-oxopiperidin-2-yl)methyl)quinoline-8-carboxamide), NCCO (2-aminoethanol). The product is C=1(C(=CC=CC1)C(=O)N1C(CCC(C1)NCCO)CNC(=O)C=1C=CC=C2C=CC=NC12)C1=CC=CC=C1 (N-((1-(Biphenylcarbonyl)-5-(2-hydroxyethylamino)piperidin-2-yl)methyl)quinoline-8-carboxamide). RXN SMILES: [C:1]1([C:30]2[CH:35]=[CH:34][CH:33]=[CH:32][CH:31]=2)[C:2]([C:7]([N:9]2[CH2:14][C:13](=O)[CH2:12][CH2:11][CH:10]2[CH2:16][NH:17][C:18]([C:20]2[CH:21]=[CH:22][CH:23]=[C:24]3[C:29]=2[N:28]=[CH:27][CH:26]=[CH:25]3)=[O:19])=[O:8])=[CH:3][CH:4]=[CH:5][CH:6]=1.[NH2:36][CH2:37][CH2:38][OH:39]>>[C:1]1([C:30]2[CH:31]=[CH:32][CH:33]=[CH:34][CH:35]=2)[C:2]([C:7]([N:9]2[CH2:14][CH:13]([NH:36][CH2:37][CH2:38][OH:39])[CH2:12][CH2:11][CH:10]2[CH2:16][NH:17][C:18]([C:20]2[CH:21]=[CH:22][CH:23]=[C:24]3[C:29]=2[N:28]=[CH:27][CH:26]=[CH:25]3)=[O:19])=[O:8])=[CH:3][CH:4]=[CH:5][CH:6]=1. Reported procedure: N-((1-(Biphenylcarbonyl)-5-(2-hydroxyethylamino)piperidin-2-yl)methyl)quinoline-8-carboxamide was prepared according general procedure N using N-((1-(biphenylcarbonyl)-5-oxopiperidin-2-yl)methyl)quinoline-8-carboxamide and 2-aminoethanol. (ESI) 509 (M+H). Reactants: O=C([O-])[O-], Cc1n[nH]c2cnn(C)c(=O)c12, O=C(c1ccc(Cl)cc1)c1ccc(CBr)cc1, [K+], [K+], CN(C)C=O. The product is Cc1c2c(=O)n(C)ncc2nn1Cc1ccc(C(=O)c2ccc(Cl)cc2)cc1. RXN SMILES: [C:30](=[O:31])([O-:32])[O-:33].[CH3:1][c:2]1[n:3][nH:4][c:5]2[cH:6][n:7][n:8]([CH3:12])[c:9](=[O:11])[c:10]12.[Cl:13][c:14]1[cH:15][cH:16][c:17]([C:18](=[O:19])[c:20]2[cH:21][cH:22][c:23]([CH2:24][Br:25])[cH:26][cH:27]2)[cH:28][cH:29]1.[K+:34].[K+:35].[O:36]=[CH:37][N:38]([CH3:39])[CH3:40]>>[CH3:1][c:2]1[n:3]([CH2:24][c:23]2[cH:22][cH:21][c:20]([C:18]([c:17]3[cH:16][cH:15][c:14]([Cl:13])[cH:29][cH:28]3)=[O:19])[cH:27][cH:26]2)[n:4][c:5]2[cH:6][n:7][n:8]([CH3:12])[c:9](=[O:11])[c:10]12.